Dataset: the Open Reaction Database (ORD), a public repository of structured organic reaction records. Task: describe an organic reaction: reactants, conditions, products, and yield The reactants are C(C)(C)(C)OC(NC1=C(C=C(C(=C1)N(CCC)C)C(F)(F)F)NC(CC(C1=CC(=CC=C1)C1=CC=NC=C1)=O)=O)=O ({5-(methyl-propyl-amino)-2-[3-oxo-3-(3-pyridin-4-yl-phenyl)-propionylamino]-4-trifluoromethyl-phenyl}-carbamic acid tert-butyl ester), C(=O)(C(F)(F)F)O (TFA). The solvent is C(Cl)Cl (CH2Cl2). Product: CN(C1=CC2=C(NC(CC(=N2)C2=CC(=CC=C2)C2=CC=NC=C2)=O)C=C1C(F)(F)F)CCC (7-(Methyl-propyl-amino)-4-(3-pyridin-4-yl-phenyl)-8-trifluoromethyl-1,3-dihydro-benzo[b][1,4]diazepin-2-one), solid. The yield is 54.0%. RXN SMILES: C(OC(=O)[NH:7][C:8]1[CH:13]=[C:12]([N:14]([CH3:18])[CH2:15][CH2:16][CH3:17])[C:11]([C:19]([F:22])([F:21])[F:20])=[CH:10][C:9]=1[NH:23][C:24](=[O:40])[CH2:25][C:26](=O)[C:27]1[CH:32]=[CH:31][CH:30]=[C:29]([C:33]2[CH:38]=[CH:37][N:36]=[CH:35][CH:34]=2)[CH:28]=1)(C)(C)C.C(O)(C(F)(F)F)=O>C(Cl)Cl>[CH3:18][N:14]([CH2:15][CH2:16][CH3:17])[C:12]1[C:11]([C:19]([F:21])([F:20])[F:22])=[CH:10][C:9]2[NH:23][C:24](=[O:40])[CH2:25][C:26]([C:27]3[CH:32]=[CH:31][CH:30]=[C:29]([C:33]4[CH:38]=[CH:37][N:36]=[CH:35][CH:34]=4)[CH:28]=3)=[N:7][C:8]=2[CH:13]=1. Procedure details: The title compound was prepared from {5-(methyl-propyl-amino)-2-[3-oxo-3-(3-pyridin-4-yl-phenyl)-propionylamino]-4-trifluoromethyl-phenyl}-carbamic acid tert-butyl ester (Example M74) (0.54 g, 0.95 mmol) by treatment with TFA in CH2Cl2 according to the general procedure N. Obtained as a light yellow solid (230 mg, 54%). Starting materials: C[C@@H]1N2C=3C=C4C(=CC3OCC2=NNC1=O)C=CN4[C@@]4(CNCC4)C ((S)-1-methyl-10-((S)-3-methyl-pyrrolidin-3-yl)-3,5-dihydro-10H-6-oxa-3,4,10,11b-tetraaza-cyclopenta[b]phenanthren-2-one), C(C)(C)(C)OC(=O)N1C[C@](CC1)(C)NC=1C=C2N3[C@@H](C(NN=C3COC2=CC1Br)=O)C ((R)-3-((R)-7-bromo-4-methyl-3-oxo-2,3,4,10-tetrahydro-9-oxa-1,2,4a-triaza-phenanthren-6-ylamino)-3-methyl-pyrrolidine-1-carboxylic acid tert-butyl ester). Product: C[C@H]1N2C=3C=C4C(=CC3OCC2=NNC1=O)C=CN4[C@]4(CNCC4)C ((R)-1-Methyl-10-((R)-3-methyl-pyrrolidin-3-yl)-3,5-dihydro-10H-6-oxa-3,4,10,11b-tetraaza-cyclopenta[b]phenanthren-2-one). RXN SMILES: [CH3:1][C@H:2]1[C:15](=[O:16])[NH:14][N:13]=[C:12]2[N:3]1[C:4]1[CH:5]=[C:6]3[N:19]([C@@:20]4([CH3:25])[CH2:24][CH2:23][NH:22][CH2:21]4)[CH:18]=[CH:17][C:7]3=[CH:8][C:9]=1[O:10][CH2:11]2.C(OC(N1CC[C@](NC2C=C3C(=CC=2Br)OCC2N3[C@H](C)C(=O)NN=2)(C)C1)=O)(C)(C)C>>[CH3:1][C@@H:2]1[C:15](=[O:16])[NH:14][N:13]=[C:12]2[N:3]1[C:4]1[CH:5]=[C:6]3[N:19]([C@:20]4([CH3:25])[CH2:24][CH2:23][NH:22][CH2:21]4)[CH:18]=[CH:17][C:7]3=[CH:8][C:9]=1[O:10][CH2:11]2. Procedure: Using a similar procedure as described in Example #162, Step F-G, (R)-1-methyl-10-((R)-3-methyl-pyrrolidin-3-yl)-3,5-dihydro-10H-6-oxa-3,4,10,11b-tetraaza-cyclopenta[b]phenanthren-2-one (SFC (Table 1, Method 52) Rt=4.593 min 0.015 g, 5%) was prepared from (R)-3-((R)-7-bromo-4-methyl-3-oxo-2,3,4,10-tetrahydro-9-oxa-1,2,4a-triaza-phenanthren-6-ylamino)-3-methyl-pyrrolidine-1-carboxylic acid tert-butyl ester (isomer C, SFC (Table 1, Method 54), Rt=1.752 min, 0.45 g, 0.9 mmol). 1H NMR (400 MHz, DMSO... Reactants: CC(C)(N)c1ccccc1, CCOC(C)=O, O=C(Cl)c1cccc(S(=O)(=O)Cl)c1, ClCCl, Cc1cccc(C)n1. The product is CC(C)(NC(=O)c1cccc(S(=O)(=O)Cl)c1)c1ccccc1. As a reaction SMILES: [CH3:14][C:15]([CH3:16])([c:17]1[cH:18][cH:19][cH:20][cH:21][cH:22]1)[NH2:23].[CH3:35][CH2:36][O:37][C:38]([CH3:39])=[O:40].[Cl:1][S:2](=[O:3])(=[O:4])[c:5]1[cH:6][c:7]([C:8](=[O:9])[Cl:10])[cH:11][cH:12][cH:13]1.[Cl:32][CH2:33][Cl:34].[n:24]1[c:25]([CH3:26])[cH:27][cH:28][cH:29][c:30]1[CH3:31]>>[Cl:1][S:2](=[O:3])(=[O:4])[c:5]1[cH:6][c:7]([C:8](=[O:9])[NH:23][C:15]([CH3:14])([CH3:16])[c:17]2[cH:18][cH:19][cH:20][cH:21][cH:22]2)[cH:11][cH:12][cH:13]1. The reactants are CC(=O)O, Cl, Cc1cc(-c2ccccc2F)cc([N+](=O)[O-])c1N, O=N[O-], [Na+]. The product is Cc1cc(-c2ccccc2F)cc([N+](=O)[O-])c1NO. RXN SMILES: [CH3:24][C:25](=[O:26])[OH:27].[ClH:23].[F:1][c:2]1[c:3](-[c:8]2[cH:9][c:10]([N+:16](=[O:17])[O-:18])[c:11]([NH2:15])[c:12]([CH3:14])[cH:13]2)[cH:4][cH:5][cH:6][cH:7]1.[N:19](=[O:20])[O-:21].[Na+:22]>>[F:1][c:2]1[c:3](-[c:8]2[cH:9][c:10]([N+:16](=[O:17])[O-:18])[c:11]([NH:15][OH:20])[c:12]([CH3:14])[cH:13]2)[cH:4][cH:5][cH:6][cH:7]1. RXN SMILES: [Br:1][C:2]1[CH:3]=[C:4]([CH:8]([CH2:12][C:13]2[CH:18]=[CH:17][C:16]([Cl:19])=[CH:15][N:14]=2)[C:9](=[O:11])[CH3:10])[CH:5]=[CH:6][CH:7]=1.C([BH-](C(CC)C)C(CC)C)(CC)C.[Li+].Cl>C1COCC1>[Br:1][C:2]1[CH:3]=[C:4]([CH:8]([CH2:12][C:13]2[CH:18]=[CH:17][C:16]([Cl:19])=[CH:15][N:14]=2)[CH:9]([OH:11])[CH3:10])[CH:5]=[CH:6][CH:7]=1 |f:1.2|. The solvent is C1CCOC1 (THF). Reactants: BrC=1C=C(C=CC1)C(C(C)=O)CC1=NC=C(C=C1)Cl (3-(3-Bromophenyl)-4-(5-chloro-2-pyridyl)-2-butanone), C(C)(CC)[BH-](C(C)CC)C(C)CC.[Li+] (lithium tri(sec-butyl)borohydride), Cl (hydrochloric acid). Yields the product BrC=1C=C(C=CC1)C(C(C)O)CC1=NC=C(C=C1)Cl (3-(3-Bromophenyl)-4-(5-chloro-2-pyridyl)-2-butanol). Procedure: To a solution of 3-(3-bromophenyl)-4-(5-chloro-2-pyridyl)-2-butanone (Step B, 6.7 g, 20 mmol) in 50 mL anhydrous THF at −78° C. was added lithium tri(sec-butyl)borohydride (1.0 M in THF, 30 mL, 30 mmol), and the reaction was allowed to warm to room temperature overnight. The reaction was cooled to 0° C., and was carefully added 2 M hydrochloric acid (50 mL), and the resulting mixture was partitioned between hexane (200 mL) and water (200 mL). The aqueous layer was separated and the organic layer... Reactants: [Si](C1=CC=CC=C1)(C1=CC=CC=C1)(C(C)(C)C)OC[C@@H]1CO[C@@H](CN1C(=O)OC(C)(C)C)C(CC1=C(C=CC=C1)[N+](=O)[O-])F (tert-butyl (2S,5S)-5-({[tert-butyl(diphenyl)silyl]oxy}methyl)-2-[1-fluoro-2-(2-nitrophenyl)ethyl]morpholine-4-carboxylate), C1CCOC1 (THF), CO (MeOH), O (H2O). Reagents/catalysts: [Fe] (iron). Solvent: C(Cl)Cl (DCM). Run at time 45 minute. The product is NC1=C(C=CC=C1)CC(F)[C@@H]1CN([C@@H](CO1)CO[Si](C1=CC=CC=C1)(C1=CC=CC=C1)C(C)(C)C)C(=O)OC(C)(C)C (tert-butyl (2S,5S)-2-[2-(2-aminophenyl)-1-fluoroethyl]-5-({[tert-butyl(diphenyl)silyl]oxy}methyl)morpholine-4-carboxylate). RXN SMILES: [Si:1]([O:18][CH2:19][C@H:20]1[N:25]([C:26]([O:28][C:29]([CH3:32])([CH3:31])[CH3:30])=[O:27])[CH2:24][C@@H:23]([CH:33]([F:44])[CH2:34][C:35]2[CH:40]=[CH:39][CH:38]=[CH:37][C:36]=2[N+:41]([O-])=O)[O:22][CH2:21]1)([C:14]([CH3:17])([CH3:16])[CH3:15])([C:8]1[CH:13]=[CH:12][CH:11]=[CH:10][CH:9]=1)[C:2]1[CH:7]=[CH:6][CH:5]=[CH:4][CH:3]=1.C1COCC1.CO.O>C(Cl)Cl.[Fe]>[NH2:41][C:36]1[CH:37]=[CH:38][CH:39]=[CH:40][C:35]=1[CH2:34][CH:33]([C@H:23]1[O:22][CH2:21][C@@H:20]([CH2:19][O:18][Si:1]([C:14]([CH3:17])([CH3:15])[CH3:16])([C:2]2[CH:3]=[CH:4][CH:5]=[CH:6][CH:7]=2)[C:8]2[CH:13]=[CH:12][CH:11]=[CH:10][CH:9]=2)[N:25]([C:26]([O:28][C:29]([CH3:32])([CH3:31])[CH3:30])=[O:27])[CH2:24]1)[F:44]. Procedure details: A solution of intermediate tert-butyl (2S,5S)-5-({[tert-butyl(diphenyl)silyl]oxy}methyl)-2-[1-fluoro-2-(2-nitrophenyl)ethyl]morpholine-4-carboxylate (1 eq.) in a mixture 5:2:1 THF:MeOH:H2O (0.002 M) was warmed up to +59° C. and treated with solid iron (223 eq.). The mixture was further stirred at the same temperature for 45 min, diluted with DCM, washed with sat. NaHCO3, dried over MgSO4, filtered and concentrated. The product was submitted to the next step without further purification. Light ye...